From a dataset of the Open Reaction Database (ORD), a public repository of structured organic reaction records. describe an organic reaction: reactants, conditions, products, and yield Reactants: ClC=1N=C(C2=C(N1)C(=NC=N2)N(CC=2C=NC=CC2)C)N2CCS(CC2)=O (2-chloro-8-[N-methyl-N-(3-picolyl)-amino]-4-(1-oxido-thiomorpholino)-pyrimido-[5,4-d]-pyrimidine), N1CCNCC1 (piperazine). Yields the product CN(CC=1C=NC=CC1)C1=NC=NC2=C1N=C(N=C2N2CCS(CC2)=O)N2CCNCC2 (8-[N-Methyl-N-(3-picolyl)-amino]-4-(1-oxido-thiomorpholino)-2-piperazino-pyrimido-[5,4-d]-pyrimidine). RXN SMILES: Cl[C:2]1[N:3]=[C:4]([N:21]2[CH2:26][CH2:25][S:24](=[O:27])[CH2:23][CH2:22]2)[C:5]2[N:11]=[CH:10][N:9]=[C:8]([N:12]([CH3:20])[CH2:13][C:14]3[CH:15]=[N:16][CH:17]=[CH:18][CH:19]=3)[C:6]=2[N:7]=1.[NH:28]1[CH2:33][CH2:32][NH:31][CH2:30][CH2:29]1>>[CH3:20][N:12]([C:8]1[C:6]2[N:7]=[C:2]([N:28]3[CH2:33][CH2:32][NH:31][CH2:30][CH2:29]3)[N:3]=[C:4]([N:21]3[CH2:26][CH2:25][S:24](=[O:27])[CH2:23][CH2:22]3)[C:5]=2[N:11]=[CH:10][N:9]=1)[CH2:13][C:14]1[CH:15]=[N:16][CH:17]=[CH:18][CH:19]=1. Reported procedure: This compound was prepared analogous to Example 118 from 2-chloro-8-[N-methyl-N-(3-picolyl)-amino]-4-(1-oxido-thiomorpholino)-pyrimido-[5,4-d]-pyrimidine (m.p.: 154°-156° C.) and piperazine. RXN SMILES: [CH2:1]([C:5]1([C:18]([O:20][CH2:21][C:22]2[CH:27]=[CH:26][CH:25]=[CH:24][CH:23]=2)=[O:19])[CH2:10][CH2:9][N:8]([C:11]([O:13][C:14]([CH3:17])([CH3:16])[CH3:15])=[O:12])[CH2:7][CH2:6]1)[CH2:2][CH:3]=C.[BH4-].[Na+].ClCCl.C[OH:34]>>[OH:34][CH2:3][CH2:2][CH2:1][C:5]1([C:18]([O:20][CH2:21][C:22]2[CH:23]=[CH:24][CH:25]=[CH:26][CH:27]=2)=[O:19])[CH2:10][CH2:9][N:8]([C:11]([O:13][C:14]([CH3:15])([CH3:16])[CH3:17])=[O:12])[CH2:7][CH2:6]1 |f:1.2,3.4|. Conditions: time 10 minute. Isolated yield 99.0%. Starting materials: C(CC=C)C1(CCN(CC1)C(=O)OC(C)(C)C)C(=O)OCC1=CC=CC=C1 (1-(1,1-dimethylethyl) 4-phenylmethyl 4-(3-butenyl)-1,4-piperidinedicarboxylate), ClCCl.CO (dichloromethane methanol), [BH4-].[Na+] (Sodium borohydride). Product: OCCCC1(CCN(CC1)C(=O)OC(C)(C)C)C(=O)OCC1=CC=CC=C1 (1-(1,1-Dimethylethyl) 4-Phenylmethyl 4-(3-Hydroxypropyl)-1,4-piperidinedicarboxylate). Procedure: A solution of 1-(1,1-dimethylethyl) 4-phenylmethyl 4-(3-butenyl)-1,4-piperidinedicarboxylate (Description 135, 1.06 g, 2.84 mmol) in dichloromethane/methanol (50:50, 20 mL) was cooled to −78° C. and oxygen was bubbled through the mixture for 10 minutes. Ozone was bubbled through the mixture until a blue coloration persisted. Oxygen was bubbled through the mixture for 10 minutes, then nitrogen for 10 minutes. Sodium borohydride (1.1 g, 28.9 mmol) was added over 5 minutes and the mixture was allow... Starting materials: COC(CC1=CC2=CC=C(C=C2C(=C1)C1CCN(CC1)S(=O)(=O)C1=NC=CC=C1)F)=O ({6-fluoro-4-[1-(pyridine-2-sulfonyl)-piperidin-4-yl]-naphthalen-2-yl}-acetic acid methyl ester), O.[OH-].[Li+] (lithium hydroxide monohydrate). The solvent is C1CCOC1 (THF), O (water). Conditions: time 24 hour. The product is FC=1C=C2C(=CC(=CC2=CC1)CC(=O)O)C1CCN(CC1)S(=O)(=O)C1=NC=CC=C1 ({6-fluoro-4-[1-(pyridine-2-sulfonyl)-piperidin-4-yl]-naphthalen-2-yl}-acetic acid). Isolated yield 66.7%. RXN SMILES: C[O:2][C:3](=[O:31])[CH2:4][C:5]1[CH:14]=[C:13]([CH:15]2[CH2:20][CH2:19][N:18]([S:21]([C:24]3[CH:29]=[CH:28][CH:27]=[CH:26][N:25]=3)(=[O:23])=[O:22])[CH2:17][CH2:16]2)[C:12]2[C:7](=[CH:8][CH:9]=[C:10]([F:30])[CH:11]=2)[CH:6]=1.O.[OH-].[Li+]>C1COCC1.O>[F:30][C:10]1[CH:11]=[C:12]2[C:7](=[CH:8][CH:9]=1)[CH:6]=[C:5]([CH2:4][C:3]([OH:31])=[O:2])[CH:14]=[C:13]2[CH:15]1[CH2:16][CH2:17][N:18]([S:21]([C:24]2[CH:29]=[CH:28][CH:27]=[CH:26][N:25]=2)(=[O:22])=[O:23])[CH2:19][CH2:20]1 |f:1.2.3|. Reported procedure: To a stirred solution of {6-fluoro-4-[1-(pyridine-2-sulfonyl)-piperidin-4-yl]-naphthalen-2-yl}-acetic acid methyl ester (30 mg, 0.07 mmol) in THF (4 mL) was added a solution of lithium hydroxide monohydrate (14 mg, 0.33 mmol) in water (1 mL) and the reaction mixture was stirred for 24 hours at room temperature. The reaction mixture was concentrated under reduced pressure and washed with diethyl ether (3×5 mL). The washings were discarded. Water (5 mL) was added to the residue, and the mixture ac... Starting materials: ClC=1N=CN(C1)C1=C(C=C(C=C1)NC(=N)SC)OC (Methyl 4-(4-chloro-1H-imidazol-1-yl)-3-methoxyphenylcarbamimidothioate), ClCCCCC(C(=O)O)C1=CC(=C(C(=C1)F)F)F (6-chloro-2-(3,4,5-trifluorophenyl)hexanoic acid), NN (hydrazine), crude product. Product: ClCCCCC(C1=CC(=C(C(=C1)F)F)F)C1=NC(=NN1)NC1=CC(=C(C=C1)N1C=NC(=C1)Cl)OC (5-(5-chloro-1-(3,4,5-trifluorophenyl)pentyl)-N-(4-(4-chloro-1H-imidazol-1-yl)-3-methoxyphenyl)-1H-1,2,4-triazol-3-amine). The yield is 100.0%. As a reaction SMILES: [Cl:1][C:2]1[N:3]=[CH:4][N:5]([C:7]2[CH:12]=[CH:11][C:10]([NH:13][C:14](SC)=[NH:15])=[CH:9][C:8]=2[O:18][CH3:19])[CH:6]=1.[Cl:20][CH2:21][CH2:22][CH2:23][CH2:24][CH:25]([C:29]1[CH:34]=[C:33]([F:35])[C:32]([F:36])=[C:31]([F:37])[CH:30]=1)[C:26](O)=O.[NH2:38][NH2:39]>>[Cl:20][CH2:21][CH2:22][CH2:23][CH2:24][CH:25]([C:26]1[NH:39][N:38]=[C:14]([NH:13][C:10]2[CH:11]=[CH:12][C:7]([N:5]3[CH:6]=[C:2]([Cl:1])[N:3]=[CH:4]3)=[C:8]([O:18][CH3:19])[CH:9]=2)[N:15]=1)[C:29]1[CH:34]=[C:33]([F:35])[C:32]([F:36])=[C:31]([F:37])[CH:30]=1. Procedure details: Methyl 4-(4-chloro-1H-imidazol-1-yl)-3-methoxyphenylcarbamimidothioate (1.5 g, 5.05 mmol, from preparation A) and 6-chloro-2-(3,4,5-trifluorophenyl)hexanoic acid (1.419 g, 5.05 mmol, from preparation AN) were coupled and then reacted with hydrazine (0.635 mL, 20.23 mmol) using a procedure analogous to Step A of Example 13. The crude product, 5-(5-chloro-1-(3,4,5-trifluorophenyl)pentyl)-N-(4-(4-chloro-1H-imidazol-1-yl)-3-methoxyphenyl)-1H-1,2,4-triazol-3-amine (2.77 g, 100% yield), was used in th... Starting materials: CC(C)([O-])C.[K+] (potassium t-butoxide), N12CC(C(CC1)CC2)=O (3-quinuclidinone), S(=O)(=O)(C1=CC=C(C)C=C1)C[N+]#[C-] (tosylmethyl isocyanide), C(C)O (ethanol), ice. Run in C(OC)COC (dimethoxyethane). Reaction conditions: temperature 4 celsius, time 30 minute. Yields the product C(#N)C1CN2CCC1CC2 ((±) 3-Cyano-1-azabicyclo[2.2.2]octane). Isolated yield 73.4%. As a reaction SMILES: [N:1]12[CH2:8][CH2:7][CH:4]([CH2:5][CH2:6]1)[C:3](=O)[CH2:2]2.S([CH2:20][N+:21]#[C-])(C1C=CC(C)=CC=1)(=O)=O.C(O)C.CC(C)([O-])C.[K+]>C(COC)OC>[C:20]([CH:3]1[CH:4]2[CH2:7][CH2:8][N:1]([CH2:6][CH2:5]2)[CH2:2]1)#[N:21] |f:3.4|. Procedure details: A mixture of 3-quinuclidinone (12.5 g; 0.10 moles), tosylmethyl isocyanide (25.4 g; 0.13 moles) and dry ethanol (10 ml; 0.17 moles) in dry dimethoxyethane (350 ml) was cooled in ice and treated portionwise with potassium t-butoxide (28.0 g; 0.25 moles) while maintaining the temperature between 5° C. and 10° C. After addition was complete the ice bath was removed and stirring was continued for a further 30 min. The reaction was then heated at 4° C. for 2.5 h. After cooling, the precipitate was fi... The reactants are Cl (HCl), O1CCOCC1 (dioxane), CC1=NOC(=C1COC1=CC=C(C=C1)S(=O)(=O)N(C1=C(C=C(C=C1)OCCOC1OCCCC1)C)CC(C)C)C (4-((3,5-dimethylisoxazol-4-yl)methoxy)-N-isobutyl-N-(2-methyl-4-(2-((tetrahydro-2H-pyran-2-yl)oxy)ethoxy)phenyl)benzenesulfonamide). Solvent: CO (MeOH), O1CCCC1 (tetrahydrofuran). Reaction conditions: time 1 hour. Yields the product CC1=NOC(=C1COC1=CC=C(C=C1)S(=O)(=O)N(CC(C)C)C1=C(C=C(C=C1)OCCO)C)C (4-((3,5-dimethylisoxazol-4-yl)methoxy)-N-(4-(2-hydroxyethoxy)-2-methylphenyl)-N-isobutylbenzenesulfonamide). Reported procedure: To a solution of 4-((3,5-dimethylisoxazol-4-yl)methoxy)-N-isobutyl-N-(2-methyl-4-(2-((tetrahydro-2H-pyran-2-yl)oxy)ethoxy)phenyl)benzenesulfonamide (51.2 mg, 0.089 mmol) in tetrahydrofuran (THF) (4 mL) stirred at room temperature was added a solution of 4M HCl in dioxane (4 mL, 16.00 mmol). The reaction mixture was stirred at room temperature for 1 hour. The solvent was dried under a stream of nitrogen in the Radleys blowdown apparatus to give the crude product. The sample was dissolved in 1:1 M... Reaction SMILES: [CH3:1][C:2]1[C:6]([CH2:7][O:8][C:9]2[CH:14]=[CH:13][C:12]([S:15]([N:18]([CH2:36][CH:37]([CH3:39])[CH3:38])[C:19]3[CH:24]=[CH:23][C:22]([O:25][CH2:26][CH2:27][O:28]C4CCCCO4)=[CH:21][C:20]=3[CH3:35])(=[O:17])=[O:16])=[CH:11][CH:10]=2)=[C:5]([CH3:40])[O:4][N:3]=1.Cl.O1CCOCC1>O1CCCC1.CO>[CH3:1][C:2]1[C:6]([CH2:7][O:8][C:9]2[CH:14]=[CH:13][C:12]([S:15]([N:18]([C:19]3[CH:24]=[CH:23][C:22]([O:25][CH2:26][CH2:27][OH:28])=[CH:21][C:20]=3[CH3:35])[CH2:36][CH:37]([CH3:39])[CH3:38])(=[O:16])=[O:17])=[CH:11][CH:10]=2)=[C:5]([CH3:40])[O:4][N:3]=1. The reactants are C(C1=CC=CC=C1)(C1=CC=CC=C1)(C1=CC=CC=C1)Cl (trityl chloride), CC1=CC=C(C=C1)C=1C(=CC=CC1)C#N (4'-Methylbiphenyl-2-nitrile), C(CCC)[Sn](CCCC)(CCCC)Cl (tri-n-butyltin chloride), [N-]=[N+]=[N-].[Na+] (sodium azide). Reagents/catalysts: [OH-].[Na+] (NaOH). The solvent is CCCCCCC (heptane), O (water), C=1(C(=CC=CC1)C)C (xylene). Conditions: time 1.5 hour. Yields the product CC1=CC=C(C=C1)C1=C(C=CC=C1)C1=NN=NN1C(C1=CC=CC=C1)(C1=CC=CC=C1)C1=CC=CC=C1 (4-Methyl-2'-(N-triphenylmethyl-(1H-tetrazol-5-yl))biphenyl). Yield: 80.7%. As a reaction SMILES: [CH3:1][C:2]1[CH:7]=[CH:6][C:5]([C:8]2[C:9]([C:14]#[N:15])=[CH:10][CH:11]=[CH:12][CH:13]=2)=[CH:4][CH:3]=1.C([Sn](Cl)(CCCC)CCCC)CCC.[N-:30]=[N+:31]=[N-:32].[Na+].[C:34](Cl)([C:47]1[CH:52]=[CH:51][CH:50]=[CH:49][CH:48]=1)([C:41]1[CH:46]=[CH:45][CH:44]=[CH:43][CH:42]=1)[C:35]1[CH:40]=[CH:39][CH:38]=[CH:37][CH:36]=1>[OH-].[Na+].CCCCCCC.O.C1(C)C(C)=CC=CC=1>[CH3:1][C:2]1[CH:3]=[CH:4][C:5]([C:8]2[CH:13]=[CH:12][CH:11]=[CH:10][C:9]=2[C:14]2[N:32]([C:34]([C:35]3[CH:40]=[CH:39][CH:38]=[CH:37][CH:36]=3)([C:47]3[CH:48]=[CH:49][CH:50]=[CH:51][CH:52]=3)[C:41]3[CH:42]=[CH:43][CH:44]=[CH:45][CH:46]=3)[N:31]=[N:30][N:15]=2)=[CH:6][CH:7]=1 |f:2.3,5.6|. Procedure: 4'-Methylbiphenyl-2-nitrile (preparation described in European patent application 0253310, published on 20.01.88)(10.00 g, 51.7 mmol, 1 eq), tri-n-butyltin chloride (14.0 mL, 51.7 mmol, 1 eq), sodium azide (3.4 g 51.7 mmol, 1 eq), and xylene (50 mL) were mixed and refluxed for 64 h after which the reaction mixture was cooled to room temperature. 10.0N NaOH (6.10 mL, 0.061 mmol, 1.2 eq) and trityl chloride (14.99 g, 53.8 mmol, 1.04 eq) were then added and the mixture stirred for 24 h after which ... The reactants are CCCCCCCCN(CCCCCCCC)CCCCCCCC (tricaprylamine), C(CCCCCCCCC)O (decanol), solution, C(C(O)C)(=O)[O-].C(C)[NH+](CC)CC (triethylammonium lactate). Yields the product C(C(O)C)(=O)[O-].C(C)[NH+](CC)CC (triethylammonium lactate), C(C(O)C)(=O)O (lactic acid). Reaction SMILES: [C:1]([O-:6])(=[O:5])[CH:2]([CH3:4])[OH:3].[CH2:7]([NH+:9]([CH2:12][CH3:13])[CH2:10][CH3:11])[CH3:8].CCCCCCCCN(CCCCCCCC)CCCCCCCC.C(O)CCCCCCCCC>>[C:1]([O-:6])(=[O:5])[CH:2]([CH3:4])[OH:3].[CH2:7]([NH+:9]([CH2:12][CH3:13])[CH2:10][CH3:11])[CH3:8].[C:1]([OH:6])(=[O:5])[CH:2]([CH3:4])[OH:3] |f:0.1,4.5|. Procedure details: The procedure described in Example 1 was followed except that the reaction solution consisted of 31 g of a 70% solution of triethylammonium lactate, 90 g tricaprylamine, and 12 g decanol. The reaction mixture was heated for 1.5 hours at 50–55° C. and a reduced pressure of 1.1–1.6 mm Hg, resulting in a conversion of about 94% from triethylammonium lactate to lactic acid. Starting materials: C1OC=2C=C(C(=O)C#CC(=O)OCC3=CC=C(C=C3)OC)C=CC2O1 (4-methoxybenzyl 3-[3,4-(methylenedioxy)benzoyl]propiolate), FC(C(=O)O)(F)F (trifluoroacetic acid). The solvent is C(Cl)Cl (methylene chloride). The product is C1OC=2C=C(C(=O)C#CC(=O)O)C=CC2O1 (3-(3,4-(methylenedioxy)benzoyl]propiolic acid). RXN SMILES: [CH2:1]1[O:25][C:24]2[CH:23]=[CH:22][C:5]([C:6]([C:8]#[C:9][C:10]([O:12]CC3C=CC(OC)=CC=3)=[O:11])=[O:7])=[CH:4][C:3]=2[O:2]1.FC(F)(F)C(O)=O>C(Cl)Cl>[CH2:1]1[O:25][C:24]2[CH:23]=[CH:22][C:5]([C:6]([C:8]#[C:9][C:10]([OH:12])=[O:11])=[O:7])=[CH:4][C:3]=2[O:2]1. Reported procedure: A solution of 36.3 g (107 mmol) of 4-methoxybenzyl 3-[3,4-(methylenedioxy)benzoyl]propiolate in 300 ml of methylene chloride was treated at room temperature with 6.4 ml (215 mmol) of anhydrous trifluoroacetic acid. The reaction mixture was stirred at room temperature until crystallization began, then cooled to 0° and stirred for a further 30 minutes. The separated crystals were filtered off under suction, washed with cold methylene chloride and dried in a high vacuum. There was obtained 3-(3,4-(... Reactants: Cl (hydrochloric acid), [OH-].[Na+] (sodium hydroxide), 100, COC=1C=C(C=CC1)NC1(CCN(CC1)CC1=CC=CC=C1)C(=O)N (4-[N-(3-methoxyphenyl)amino]-1-(phenylmethyl)-4-piperidinecarboxamide), [OH-].[K+] (potassium hydroxide). Run in O (water), C(CO)O (1,2-ethanediol). Yields the product COC=1C=C(C=CC1)NC1(CCN(CC1)CC1=CC=CC=C1)C(=O)O (4-[N-(3-methoxyphenyl)amino]-1-(phenylmethyl)- 4-piperidinecarboxylic acid). Reaction SMILES: [CH3:1][O:2][C:3]1[CH:4]=[C:5]([NH:9][C:10]2([C:23](N)=[O:24])[CH2:15][CH2:14][N:13]([CH2:16][C:17]3[CH:22]=[CH:21][CH:20]=[CH:19][CH:18]=3)[CH2:12][CH2:11]2)[CH:6]=[CH:7][CH:8]=1.[OH-:26].[K+].Cl.[OH-].[Na+]>O.C(O)CO>[CH3:1][O:2][C:3]1[CH:4]=[C:5]([NH:9][C:10]2([C:23]([OH:26])=[O:24])[CH2:11][CH2:12][N:13]([CH2:16][C:17]3[CH:22]=[CH:21][CH:20]=[CH:19][CH:18]=3)[CH2:14][CH2:15]2)[CH:6]=[CH:7][CH:8]=1 |f:1.2,4.5|. Procedure: A mixture of 100 parts of 4-[N-(3-methoxyphenyl)amino]-1-(phenylmethyl)-4-piperidinecarboxamide, 49.5 parts of potassium hydroxide and 974 parts of 1,2-ethanediol is stirred and refluxed for 24 hours. After cooling, the reaction mixture is poured onto 1500 parts of water and acidified with a concentrated hydrochloric acid solution. The whole is strongly alkalized with a sodium hydroxide solution and the layers are separated. The aqueous phase is concentrated, whereupon the product is separated a...